From a dataset of the Open Reaction Database (ORD), a public repository of structured organic reaction records. describe an organic reaction: reactants, conditions, products, and yield Starting materials: [H-].[Na+] (sodium hydride), C(C)C1=C(C(=CC=C1)C=O)NC(CC1C2=CC=CC=C2OC=2C=CC=CC12)=O (N-(2-ethyl-6-formylphenyl)-2-(9H-xanthen-9-yl)acetamide), ice water, CCCCCC (hexane), m9, C(C)OP(=O)(OCC)C=1C=CC=C(C1)CCCC(C)=O (5-diethoxyphosphoryl-1-(4-oxopentyl)benzene), ice. Run in CN(C=O)C (dimethylformamide), CN(C=O)C (dimethylformamide). Reaction conditions: time 30 minute. Product: C(C)C1=C(C(=CC=C1)C=CC(CCCC1=CC=CC=C1)=O)NC(CC1C2=CC=CC=C2OC=2C=CC=CC12)=O (N-[2-Ethyl-6-(3-oxo-6-phenyl-1-hexenyl)phenyl]-2-(9H-xanthen-9-yl)acetamide). The yield is 53.0%. Reaction SMILES: [H-].[Na+].CCCCCC.C(OP([C:17]1[CH:18]=[CH:19][CH:20]=[C:21]([CH2:23][CH2:24][CH2:25][C:26](=[O:28])[CH3:27])[CH:22]=1)(OCC)=O)C.[CH2:29]([C:31]1[CH:36]=[CH:35][CH:34]=[C:33]([CH:37]=O)[C:32]=1[NH:39][C:40](=[O:56])[CH2:41][CH:42]1[C:55]2[CH:54]=[CH:53][CH:52]=[CH:51][C:50]=2[O:49][C:48]2[C:43]1=[CH:44][CH:45]=[CH:46][CH:47]=2)[CH3:30]>CN(C)C=O>[CH2:29]([C:31]1[CH:36]=[CH:35][CH:34]=[C:33]([CH:37]=[CH:27][C:26](=[O:28])[CH2:25][CH2:24][CH2:23][C:21]2[CH:22]=[CH:17][CH:18]=[CH:19][CH:20]=2)[C:32]=1[NH:39][C:40](=[O:56])[CH2:41][CH:42]1[C:55]2[CH:54]=[CH:53][CH:52]=[CH:51][C:50]=2[O:49][C:48]2[C:43]1=[CH:44][CH:45]=[CH:46][CH:47]=2)[CH3:30] |f:0.1|. Procedure details: 49 mg (1.13 mmol) of sodium hydride (as a 55% w/w suspension in mineral oil) were washed twice, each time with hexane, and were suspended in 6 ml of dimethylformamide. 2 ml of a dimethylformamide solution Containing 289 m9 (0.97 mmol) of 5-diethoxyphosphoryl-1-(4-oxopentyl)benzene were added to the suspension, whilst ice-cooling. The reaction mixture was then immediately allowed to return to room temperature, after which it was stirred for 30 minutes. 300 mg (0.808 mmol) of N-(2-ethyl-6-formylph... Reactants: C(C1=CC=CC=C1)OC=1C=C2C=CN(C2=CC1)[C@@H](C(=O)O)C ((R)-2-(5-benzyloxy-indol-1-yl)-propionic acid), C([O-])(O)=O.[Na+] (sodium bicarbonate), IC (iodomethane). Solvent: CN(C)C=O (DMF). Conditions: time 20 hour. Product: COC([C@@H](C)N1C=CC2=CC(=CC=C12)OCC1=CC=CC=C1)=O ((R)-2-(5-benzyloxy-indol-1-yl)-propionic acid methyl ester). The yield is 86.8%. As a reaction SMILES: [CH2:1]([O:8][C:9]1[CH:10]=[C:11]2[C:15](=[CH:16][CH:17]=1)[N:14]([C@H:18]([CH3:22])[C:19]([OH:21])=[O:20])[CH:13]=[CH:12]2)[C:2]1[CH:7]=[CH:6][CH:5]=[CH:4][CH:3]=1.[C:23](=O)(O)[O-].[Na+].IC>CN(C=O)C>[CH3:23][O:20][C:19](=[O:21])[C@H:18]([N:14]1[C:15]2[C:11](=[CH:10][C:9]([O:8][CH2:1][C:2]3[CH:7]=[CH:6][CH:5]=[CH:4][CH:3]=3)=[CH:17][CH:16]=2)[CH:12]=[CH:13]1)[CH3:22] |f:1.2|. Procedure details: A suspension of (R)-2-(5-benzyloxy-indol-1-yl)-propionic acid (Example 4, 18.0 g, 0.061 mol), sodium bicarbonate (15.36 g, 0.183 mol), and iodomethane (11.40 mL, 0.183 mol) in DMF (164 mL) was stirred at rt for 20 h. The reaction was monitored by reverse phase HPLC. Upon completion, the reaction was quenched by pouring into ice/water (300 mL) followed by extracting with ethyl acetate (2×150 mL). The combined organic layer was washed with water (2×150 mL) and brine (150 mL) and was dried over anh... Reactants: ClC1=CC=C(C=[N+]1[O-])C(=O)N1CCN(CC1)C (1-[(6-chloro-1-oxidopyridin-3-yl)carbonyl]-4-methylpiperazine), [Cl-].[Na+] (sodium chloride), [H-].[Na+] (sodium hydride), [Cl-].[Na+] (sodium chloride), O=C1NC2=CC(=CC=C2C1)C#N (2-oxoindoline-6-carbonitrile), P(Cl)(Cl)Cl (phosphorus trichloride). The solvent is C(C)#N (acetonitrile), CN(C=O)C (N,N-dimethylformamide), C(O)([O-])=O.[Na+] (sodium hydrogen carbonate), CN(C=O)C (N,N-dimethylformamide), C(O)([O-])=O.[Na+] (sodium hydrogen carbonate), C(Cl)(Cl)Cl.C(C)(=O)OCC (chloroform ethyl acetate). Conditions: time 5 minute. Product: NH4OAc, Cl.OC=1NC2=CC(=CC=C2C1C1=NC=C(C=C1)C(=O)N1CCN(CC1)C)C#N (2-Hydroxy-3-{5-[(4-methylpiperazin-1-yl)carbonyl]pyridin-2-yl}-1H-indole-6-carbonitrile hydrochloride). Isolated yield 14.1%. RXN SMILES: [H-].[Na+].[O:3]=[C:4]1[CH2:12][C:11]2[C:6](=[CH:7][C:8]([C:13]#[N:14])=[CH:9][CH:10]=2)[NH:5]1.[Cl:15][C:16]1[N+:21]([O-])=[CH:20][C:19]([C:23]([N:25]2[CH2:30][CH2:29][N:28]([CH3:31])[CH2:27][CH2:26]2)=[O:24])=[CH:18][CH:17]=1.[Cl-].[Na+].P(Cl)(Cl)Cl>CN(C)C=O.C(=O)([O-])O.[Na+].C(Cl)(Cl)Cl.C(OCC)(=O)C.C(#N)C>[ClH:15].[OH:3][C:4]1[NH:5][C:6]2[C:11]([C:12]=1[C:16]1[CH:17]=[CH:18][C:19]([C:23]([N:25]3[CH2:26][CH2:27][N:28]([CH3:31])[CH2:29][CH2:30]3)=[O:24])=[CH:20][N:21]=1)=[CH:10][CH:9]=[C:8]([C:13]#[N:14])[CH:7]=2 |f:0.1,4.5,8.9,10.11,13.14|. Reported procedure: To a suspension of sodium hydride (97%, 0.024 g, 1.0 mmol) in N,N-dimethylformamide (1.5 mL) was added 2-oxoindoline-6-carbonitrile (0.119 g, 0.75 mmol). The resulting mixture was stirred for 5 min at room temperature and 1-[(6-chloro-1-oxidopyridin-3-yl)carbonyl]-4-methylpiperazine (0.128 g, 0.5 mmol) was added. The resulting reaction mixture was set under an N2 atmosphere and stirred for 20 h at room temperature. The N,N-dimethylformamide reaction solution was diluted with saturated aqueous so...